This data is from the Open Reaction Database (ORD), a public repository of structured organic reaction records. The task is: describe an organic reaction: reactants, conditions, products, and yield Starting materials: O1COC2=C1C=CC(=C2)B(O)O (1,3-benzodioxol-5-yl boronic acid), C([O-])([O-])=O.[Na+].[Na+] (sodium carbonate), BrC=1SC2=C(N1)C=CC(=C2[N+](=O)[O-])OC (2-bromo-6-methoxy-7-nitro-1,3-benzothiazole), palladium tetrakis-triphenylphosphine. Solvent: O (water), COCCOC (1,2-dimethoxyethane). Run at temperature 90 celsius, time 4 hour. The product is O1COC2=C1C=CC(=C2)C=2SC1=C(N2)C=CC(=C1[N+](=O)[O-])OC (2-(1,3-benzodioxol-5-yl)-6-methoxy-7-nitro-1,3-benzothiazole). The yield is 76.1%. Reaction SMILES: [O:1]1[C:5]2[CH:6]=[CH:7][C:8](B(O)O)=[CH:9][C:4]=2[O:3][CH2:2]1.C(=O)([O-])[O-].[Na+].[Na+].Br[C:20]1[S:21][C:22]2[C:28]([N+:29]([O-:31])=[O:30])=[C:27]([O:32][CH3:33])[CH:26]=[CH:25][C:23]=2[N:24]=1>O.COCCOC>[O:1]1[C:5]2[CH:6]=[CH:7][C:8]([C:20]3[S:21][C:22]4[C:28]([N+:29]([O-:31])=[O:30])=[C:27]([O:32][CH3:33])[CH:26]=[CH:25][C:23]=4[N:24]=3)=[CH:9][C:4]=2[O:3][CH2:2]1 |f:1.2.3|. Reported procedure: 0.697 g (4.2 mmol; 1.1 equivalent) of 1,3-benzodioxol-5-yl boronic acid as well as a solution of 1.2 g (11.35 mmol; 3 equivalents) of sodium carbonate in 15 ml of water are added to a suspension of 1.1 g (3.82 mmol) of 2-bromo-6-methoxy-7-nitro-1,3-benzothiazole and 133 mg (0.115 mmol; 0.03 equivalent) of palladium tetrakis-triphenylphosphine in 30 ml of 1,2-dimethoxyethane. The reaction mixture is maintained under stirring at 90° C. for 4 hours, then after concentration under reduced pressure, ...